This data is from the Open Reaction Database (ORD), a public repository of structured organic reaction records. The task is: describe an organic reaction: reactants, conditions, products, and yield The reactants are Cl (hydrochloric acid), CCOCCO (Cellosolve), ClC1=C(C(=O)C2=CC3=C(C(=C3)C#N)C=C2O)C(=CC=C1)Cl (4-(2,6-dichlorobenzoyl)-5-hydroxybenzocyclobutene-1-carbonitrile). Solvent: O (water). Run at time 2 day. Product: ClC1=C(C(=O)C2=CC3=C(C(=C3)C(=O)N)C=C2O)C(=CC=C1)Cl (4-(2,6-dichlorobenzoyl)-5-hydroxybenzocyclobutene-1-carboxamide). RXN SMILES: Cl.CC[O:4]CCO.[Cl:8][C:9]1[CH:27]=[CH:26][CH:25]=[C:24]([Cl:28])[C:10]=1[C:11]([C:13]1[C:22]([OH:23])=[CH:21][C:16]2[C:17]([C:19]#[N:20])=[CH:18][C:15]=2[CH:14]=1)=[O:12]>O>[Cl:8][C:9]1[CH:27]=[CH:26][CH:25]=[C:24]([Cl:28])[C:10]=1[C:11]([C:13]1[C:22]([OH:23])=[CH:21][C:16]2[C:17]([C:19]([NH2:20])=[O:4])=[CH:18][C:15]=2[CH:14]=1)=[O:12]. Procedure details: 20 ml of concentrated hydrochloric acid and 10 ml of Cellosolve are added to 2 g of 4-(2,6-dichlorobenzoyl)-5-hydroxybenzocyclobutene-1-carbonitrile and stirring is carried out for 2 days at room temperature. 100 ml of water are added with stirring and the whole is filtered with suction and recrystallised from ether/hexane. 4-(2,6-dichlorobenzoyl)-5-hydroxybenzocyclobutene-1-carboxamide is obtained having a melting point of 174°.